From a dataset of the Open Reaction Database (ORD), a public repository of structured organic reaction records. describe an organic reaction: reactants, conditions, products, and yield Reactants: COc1cc2[nH]cc([N+](=O)[O-])c(=O)c2cc1OC, CN(C)C=O, O=P(Cl)(Cl)Cl. The product is COc1cc2ncc([N+](=O)[O-])c(Cl)c2cc1OC. As a reaction SMILES: [CH3:6][O:7][c:8]1[cH:9][c:10]2[c:11](=[O:23])[c:12]([N+:20](=[O:21])[O-:22])[cH:13][nH:14][c:15]2[cH:16][c:17]1[O:18][CH3:19].[O:24]=[CH:25][N:26]([CH3:27])[CH3:28].[P:1]([Cl:2])([Cl:3])([Cl:4])=[O:5]>>[Cl:3][c:11]1[c:10]2[cH:9][c:8]([O:7][CH3:6])[c:17]([O:18][CH3:19])[cH:16][c:15]2[n:14][cH:13][c:12]1[N+:20](=[O:21])[O-:22]. The reactants are ClC1=NC=CC(=N1)C1=C(N=C(S1)C(C)(C)C)C=1C(=C(C=CC1)NC(OCC=C)=O)F (2-propen-1-yl {3-[5-(2-chloro-4-pyrimidinyl)-2-(1,1-dimethylethyl)-1,3-thiazol-4-yl]-2-fluorophenyl}carbamate), C(CCC)[SnH](CCCC)CCCC (Tri-n-butyltin hydride). Reagents/catalysts: C=1C=CC(=CC1)[P](C=2C=CC=CC2)(C=3C=CC=CC3)[Pd]([P](C=4C=CC=CC4)(C=5C=CC=CC5)C=6C=CC=CC6)([P](C=7C=CC=CC7)(C=8C=CC=CC8)C=9C=CC=CC9)[P](C=1C=CC=CC1)(C=1C=CC=CC1)C=1C=CC=CC1 (tetrakis(triphenylphosphine)palladium). The solvent is C(Cl)Cl (DCM), O (water). Reaction conditions: time 3 hour. Yields the product ClC1=NC=CC(=N1)C1=C(N=C(S1)C(C)(C)C)C=1C(=C(N)C=CC1)F (3-[5-(2-Chloro-4-pyrimidinyl)-2-(1,1-dimethylethyl)-1,3-thiazol-4-yl]-2-fluoroaniline). Isolated yield 82.0%. Reaction SMILES: [Cl:1][C:2]1[N:7]=[C:6]([C:8]2[S:12][C:11]([C:13]([CH3:16])([CH3:15])[CH3:14])=[N:10][C:9]=2[C:17]2[C:18]([F:30])=[C:19]([NH:23]C(=O)OCC=C)[CH:20]=[CH:21][CH:22]=2)[CH:5]=[CH:4][N:3]=1.C([SnH](CCCC)CCCC)CCC>C(Cl)Cl.O.C1C=CC([P]([Pd]([P](C2C=CC=CC=2)(C2C=CC=CC=2)C2C=CC=CC=2)([P](C2C=CC=CC=2)(C2C=CC=CC=2)C2C=CC=CC=2)[P](C2C=CC=CC=2)(C2C=CC=CC=2)C2C=CC=CC=2)(C2C=CC=CC=2)C2C=CC=CC=2)=CC=1>[Cl:1][C:2]1[N:7]=[C:6]([C:8]2[S:12][C:11]([C:13]([CH3:16])([CH3:15])[CH3:14])=[N:10][C:9]=2[C:17]2[C:18]([F:30])=[C:19]([CH:20]=[CH:21][CH:22]=2)[NH2:23])[CH:5]=[CH:4][N:3]=1 |^1:51,53,72,91|. Reported procedure: In a round bottom flask 2-propen-1-yl {3-[5-(2-chloro-4-pyrimidinyl)-2-(1,1-dimethylethyl)-1,3-thiazol-4-yl]-2-fluorophenyl}carbamate (800 mg, 1.79 mmol) was dissolved in DCM (30 mL) and water (0.5 ml). Tri-n-butyltin hydride (0.480 mL, 1.79 mmol) was added followed by tetrakis(triphenylphosphine)palladium (0) (103 mg, 0.090 mmol). This mixture was stirred 3 h at rt. By TLC all starting material is consumed. The reaction was concentrated to dryness. The crude was then dissolved into a small amou... Starting materials: CCI, C1COCCO1, CCOCC, Nc1cccc(S)c1, [Na+], [OH-]. Yields the product CCSc1cccc(N)c1. RXN SMILES: [CH2:11]([CH3:12])[I:13].[CH2:14]1[O:15][CH2:16][CH2:17][O:18][CH2:19]1.[CH2:20]([O:21][CH2:22][CH3:23])[CH3:24].[NH2:1][c:2]1[cH:3][c:4]([SH:8])[cH:5][cH:6][cH:7]1.[Na+:10].[OH-:9]>>[NH2:1][c:2]1[cH:3][c:4]([S:8][CH2:11][CH3:12])[cH:5][cH:6][cH:7]1.